From a dataset of the Open Reaction Database (ORD), a public repository of structured organic reaction records. describe an organic reaction: reactants, conditions, products, and yield Starting materials: O (H2O), OS(=O)(=O)O (H2SO4), FC1=C(C=CC=C1F)C(C#N)(C)C (2-(2,3-difluorophenyl)-2-methylpropanenitrile). Solvent: O1CCOCC1 (dioxane). Conditions: temperature 110 celsius, time 16 hour. Yields the product FC1=C(C=CC=C1F)C(C(=O)O)(C)C (2-(2,3-Difluorophenyl)-2-methylpropanoic acid). RXN SMILES: [F:1][C:2]1[C:7]([F:8])=[CH:6][CH:5]=[CH:4][C:3]=1[C:9]([CH3:13])([CH3:12])[C:10]#N.[OH2:14].[OH:15]S(O)(=O)=O>O1CCOCC1>[F:1][C:2]1[C:7]([F:8])=[CH:6][CH:5]=[CH:4][C:3]=1[C:9]([CH3:13])([CH3:12])[C:10]([OH:15])=[O:14]. Procedure: A mixture of 2-(2,3-difluorophenyl)-2-methylpropanenitrile (9.5 g, 52 mmol) in 50 mL dioxane was treated with 10 mL H2O and concentrated H2SO4 (3 mL, 105 mmol). The resulting mixture was stirred at 110° C. for 16 hours, M+1=201. The reaction was then cooled to room temperature. The mixture was extracted with EtOAc and the organic layer discarded. The water layer was acidified with concentrated HCl, extracted with EtOAc, washed with H2O and brine, dried over anhydrous Na2SO4, and concentrated in ...